Dataset: the Open Reaction Database (ORD), a public repository of structured organic reaction records. Task: describe an organic reaction: reactants, conditions, products, and yield Reaction SMILES: [N+](C(C)C)([O-])=[O:2].C[O-].[Na+].[Br:10][C:11]1[C:12]([CH2:25]Br)=[CH:13][C:14]([O:23][CH3:24])=[C:15]([CH:17]([CH3:22])[C:18]([O:20][CH3:21])=[O:19])[CH:16]=1>CO>[Br:10][C:11]1[C:12]([CH:25]=[O:2])=[CH:13][C:14]([O:23][CH3:24])=[C:15]([CH:17]([CH3:22])[C:18]([O:20][CH3:21])=[O:19])[CH:16]=1 |f:1.2|. Yields the product BrC=1C(=CC(=C(C1)C(C(=O)OC)C)OC)C=O (Methyl 2-(5-bromo-4-formyl-2-methoxyphenyl)propionate). Conditions: time 2 hour. The yield is 76.3%. Run in CO (methanol), CO (methanol). Procedure details: To a solution of 2-nitropropane (210 mg) in methanol (5 ml) was added sodium methoxide (130 mg), and the solution was refluxed by heating for 0.5 hour, and then cooled on ice. To this reaction mixture was added a solution of methyl 2-(5-bromo-4-bromomethyl-2-methoxyphenyl)propionate (860 mg) obtained above in methanol (4 ml), and the mixture was stirred at room temperature for 2 hours. The solvent was evaporated under reduced pressure, and water was added to the residue, and the mixture was extr... The reactants are [N+](=O)([O-])C(C)C (2-nitropropane), C[O-].[Na+] (sodium methoxide), BrC=1C(=CC(=C(C1)C(C(=O)OC)C)OC)CBr (methyl 2-(5-bromo-4-bromomethyl-2-methoxyphenyl)propionate). Starting materials: NC1=NC(=CC=C1C(=O)C1=C(C(=CC=C1OC)F)F)Cl ((2-Amino-6-chloro-pyridin-3-yl)-(2,3-difluoro-6-methoxy-phenyl)-methanone), C(C)OC(=O)N1CCC(CC1)N (ethyl4-amino-1-piperidine carboxylate). Yields the product C(C)OC(=O)N1CCC(CC1)NC1=NC(=C(C=C1)C(C1=C(C(=CC=C1OC)F)F)=O)N (4-[6-Amino-5-(2,3-difluoro-6-methoxy-benzoyl)-pyridin-2-ylamino]-piperidine-1-carboxylic acid ethyl ester). RXN SMILES: [NH2:1][C:2]1[C:7]([C:8]([C:10]2[C:15]([O:16][CH3:17])=[CH:14][CH:13]=[C:12]([F:18])[C:11]=2[F:19])=[O:9])=[CH:6][CH:5]=[C:4](Cl)[N:3]=1.[CH2:21]([O:23][C:24]([N:26]1[CH2:31][CH2:30][CH:29]([NH2:32])[CH2:28][CH2:27]1)=[O:25])[CH3:22]>>[CH2:21]([O:23][C:24]([N:26]1[CH2:27][CH2:28][CH:29]([NH:32][C:4]2[CH:5]=[CH:6][C:7]([C:8](=[O:9])[C:10]3[C:15]([O:16][CH3:17])=[CH:14][CH:13]=[C:12]([F:18])[C:11]=3[F:19])=[C:2]([NH2:1])[N:3]=2)[CH2:30][CH2:31]1)=[O:25])[CH3:22]. Procedure details: The title compound was prepared from (2-Amino-6-chloro-pyridin-3-yl)-(2,3-difluoro-6-methoxy-phenyl)-methanone (Example 39) and ethyl4-amino-1-piperidine carboxylate (Aldrich 96%) using the procedure described in Step B. Example 6. HRMS, observed: 435.1841, Calcd for (M+H)+: 435.1839. Reactants: O=C1OC2(CCN(C(=O)C3(c4ccc(Br)cc4)CC3)C2)c2ccncc21, Cc1ccccc1, CNC1CCCCC1NC, [Cu]I, [K+], [K+], [K+], O=P([O-])([O-])[O-], c1ccc2[nH]ncc2c1. Yields the product O=C1OC2(CCN(C(=O)C3(c4ccc(-n5cc6ccccc6n5)cc4)CC3)C2)c2ccncc21. Reaction SMILES: [Br:1][c:2]1[cH:3][cH:4][c:5]([C:8]2([C:11](=[O:12])[N:13]3[CH2:14][C:15]4([O:16][C:17](=[O:24])[c:18]5[cH:19][n:20][cH:21][cH:22][c:23]54)[CH2:25][CH2:26]3)[CH2:9][CH2:10]2)[cH:6][cH:7]1.[CH3:36][c:37]1[cH:38][cH:39][cH:40][cH:41][cH:42]1.[CH3:43][NH:44][CH:45]1[CH2:46][CH2:47][CH2:48][CH2:49][CH:50]1[NH:51][CH3:52].[Cu:61][I:62].[K+:58].[K+:59].[K+:60].[P:53]([O-:54])([O-:55])([O-:56])=[O:57].[cH:27]1[cH:28][cH:29][c:30]2[nH:31][n:32][cH:33][c:34]2[cH:35]1>>[c:2]1(-[n:32]2[n:31][c:30]3[cH:29][cH:28][cH:27][cH:35][c:34]3[cH:33]2)[cH:3][cH:4][c:5]([C:8]2([C:11](=[O:12])[N:13]3[CH2:14][C:15]4([O:16][C:17](=[O:24])[c:18]5[cH:19][n:20][cH:21][cH:22][c:23]54)[CH2:25][CH2:26]3)[CH2:9][CH2:10]2)[cH:6][cH:7]1.